From a dataset of the Open Reaction Database (ORD), a public repository of structured organic reaction records. describe an organic reaction: reactants, conditions, products, and yield Reactants: O1CCN(CC1)CCOC1=CC=C2C(=C(C(C2=C1)=O)Br)C1=CC=C(C=C1)C(F)(F)F (6-(2-Morpholinoethoxy)-2-bromo-3-(4-(trifluoromethyl)phenyl)-1H-inden-1-one), O1CCN(CC1)CCOC1=CC=C2C(=C(C(C2=C1)=O)Br)C1=CC=CC=C1 (6-(2-morpholinoethoxy)-2-bromo-3-phenyl-1H-inden-1-one), FC(C1=CC=C(C=C1)B(O)O)(F)F (4-(trifluoromethyl)phenylboronic acid). Product: O1CCN(CC1)CCOC1=CC=C2C(=C(C(C2=C1)=O)C1=CC=C(C=C1)C(F)(F)F)C1=CC=C(C=C1)C(F)(F)F (6-(2-morpholinoethoxy)-2,3-bis(4-(trifluoromethyl)phenyl)-1H-inden-1-one). The yield is 40.0%. Reaction SMILES: [O:1]1[CH2:6][CH2:5][N:4]([CH2:7][CH2:8][O:9][C:10]2[CH:18]=[C:17]3[C:13]([C:14]([C:21]4[CH:26]=[CH:25][C:24]([C:27]([F:30])([F:29])[F:28])=[CH:23][CH:22]=4)=[C:15](Br)[C:16]3=[O:19])=[CH:12][CH:11]=2)[CH2:3][CH2:2]1.O1CCN(CCOC2C=C3C(C(C4C=CC=CC=4)=C(Br)C3=O)=CC=2)CC1.[F:57][C:58]([F:69])([F:68])[C:59]1[CH:64]=[CH:63][C:62](B(O)O)=[CH:61][CH:60]=1>>[O:1]1[CH2:6][CH2:5][N:4]([CH2:7][CH2:8][O:9][C:10]2[CH:18]=[C:17]3[C:13]([C:14]([C:21]4[CH:26]=[CH:25][C:24]([C:27]([F:30])([F:29])[F:28])=[CH:23][CH:22]=4)=[C:15]([C:62]4[CH:63]=[CH:64][C:59]([C:58]([F:69])([F:68])[F:57])=[CH:60][CH:61]=4)[C:16]3=[O:19])=[CH:12][CH:11]=2)[CH2:3][CH2:2]1. Reported procedure: The procedure of Step 7 of Example 1 was repeated except for using 6-(2-morpholinoethoxy)-2-bromo-3-(4-(trifluoromethyl)phenyl)-1H-inden-1-one obtained in Step 6 of Example 32 as a starting material instead of 6-(2-morpholinoethoxy)-2-bromo-3-phenyl-1H-inden-1-one, 4-(trifluoromethyl)phenylboronic acid instead of 3-pyridinylboronic acid, and being purified by prep HPLC (CH3CN/H2O=7:3) to obtain the title compound (40%).